This data is from the Open Reaction Database (ORD), a public repository of structured organic reaction records. The task is: describe an organic reaction: reactants, conditions, products, and yield The reactants are CS(C)=O, O=[N+]([O-])c1ccc(F)c(F)c1, [K+], [K+], [K+], O, O=P([O-])([O-])[O-], c1nc[nH]n1. Yields the product O=[N+]([O-])c1ccc(-n2cncn2)c(F)c1. Reaction SMILES: [CH3:26][S:27]([CH3:28])=[O:29].[F:14][c:15]1[cH:16][c:17]([N+:22](=[O:23])[O-:24])[cH:18][cH:19][c:20]1[F:21].[K+:11].[K+:12].[K+:13].[OH2:25].[P:6]([O-:7])([O-:8])([O-:9])=[O:10].[nH:1]1[n:2][cH:3][n:4][cH:5]1>>[n:1]1(-[c:20]2[c:15]([F:14])[cH:16][c:17]([N+:22](=[O:23])[O-:24])[cH:18][cH:19]2)[n:2][cH:3][n:4][cH:5]1. Solvent: CC(C)O (isopropyl alcohol), CC(C)O (isopropylalcohol). Isolated yield 13.0%. Yields the product Cc1ccc2nc(c3cccc(C#N)c3)c(NC3CCCCC3)n2c1. Reactants: C(c1cccc(C#N)c1)=O, CC1=CN=C(C=C1)N, [C-]#[N+]C1CCCCC1. Reagents/catalysts: O=C(O)C(F)(F)F (trifluoroacetic acid). RXN SMILES: CC1=CC=C(N)N=C1.[C-]#[N+]C1CCCCC1.O=CC1=CC=CC(=C1)C#N>>CC1=CN2C(C=C1)=NC(=C2NC1CCCCC1)C1=CC=CC(=C1)C#N. Reaction conditions: temperature 22 celsius, time 20 hour. Starting materials: COc1cc(OCc2sc(-c3ccc(C(F)(F)F)cc3)nc2COS(C)(=O)=O)ccc1-c1noc(=O)[nH]1, CS(=O)(=O)N1CCNCC1, CN(C)C=O, CCN(C(C)C)C(C)C. The product is COc1cc(OCc2sc(-c3ccc(C(F)(F)F)cc3)nc2CN2CCN(S(C)(=O)=O)CC2)ccc1-c1noc(=O)[nH]1. As a reaction SMILES: [CH3:1][O:2][c:3]1[cH:4][c:5]([O:6][CH2:7][c:8]2[c:9]([CH2:23][O:24][S:25]([CH3:26])(=[O:27])=[O:28])[n:10][c:11](-[c:13]3[cH:14][cH:15][c:16]([C:19]([F:20])([F:21])[F:22])[cH:17][cH:18]3)[s:12]2)[cH:29][cH:30][c:31]1-[c:32]1[n:33][o:34][c:35](=[O:37])[nH:36]1.[CH3:47][S:48](=[O:49])(=[O:50])[N:51]1[CH2:52][CH2:53][NH:54][CH2:55][CH2:56]1.[CH3:57][N:58]([CH3:59])[CH:60]=[O:61].[CH:38]([N:39]([CH:40]([CH3:41])[CH3:42])[CH2:43][CH3:44])([CH3:45])[CH3:46]>>[CH3:1][O:2][c:3]1[cH:4][c:5]([O:6][CH2:7][c:8]2[c:9]([CH2:23][N:54]3[CH2:53][CH2:52][N:51]([S:48]([CH3:47])(=[O:49])=[O:50])[CH2:56][CH2:55]3)[n:10][c:11](-[c:13]3[cH:14][cH:15][c:16]([C:19]([F:20])([F:21])[F:22])[cH:17][cH:18]3)[s:12]2)[cH:29][cH:30][c:31]1-[c:32]1[n:33][o:34][c:35](=[O:37])[nH:36]1. Starting materials: solution, [OH-].[Na+] (sodium hydroxide), S(=O)([O-])S(=O)[O-].[Na+].[Na+] (sodium hydrosulfite), [N+](=O)([O-])C1=CC(=C(NCCNC(=O)N)C=C1)OC (4-nitro-2-methoxy-N-(β-ureidoethyl) aniline). The product is NC1=CC(=C(NCCNC(=O)N)C=C1)OC (4-amino-2-methoxy-N-(β-ureidoethyl) aniline). As a reaction SMILES: [N+:1]([C:4]1[CH:16]=[CH:15][C:7]([NH:8][CH2:9][CH2:10][NH:11][C:12]([NH2:14])=[O:13])=[C:6]([O:17][CH3:18])[CH:5]=1)([O-])=O.[OH-].[Na+].S(S([O-])=O)([O-])=O.[Na+].[Na+]>>[NH2:1][C:4]1[CH:16]=[CH:15][C:7]([NH:8][CH2:9][CH2:10][NH:11][C:12]([NH2:14])=[O:13])=[C:6]([O:17][CH3:18])[CH:5]=1 |f:1.2,3.4.5|. Procedure: 30 g (0.118 mole) of 4-nitro-2-methoxy-N-(β-ureidoethyl) aniline is introduced little by little, while stirring and cooling, sufficiently to avoid any increase in temperature into 300 cm3 of a 3N solution of sodium hydroxide to which 120 g of sodium hydrosulfite has been added and which has been brought to 70° C. Run at time 2 hour. The solvent is CCCCCC (hexane), C(Cl)Cl (methylene chloride), C1(=CC=CC=C1)C (toluene). Procedure: To 21.2 ml of 25% trimethylaluminum in hexane (2.36 molar) under nitrogen is added 2.9 g of isopropyl amine in 100 ml of dried methylene chloride. The mixture is stirred at ambient temperature until evolution of methane gas ceases and then 19.5 g of methyl 2[[(6,7-dihydro-4-methyl-5H-cyclopentapyrimidin-2-yl)aminocarbonyl]aminosulfonyl]benzoate and 200 ml of dry toluene is added. The resulting mixture is heated to distill off the methylene chloride and hexane, after which heating is continued at... Reaction SMILES: C[Al](C)C.[CH:5]([NH2:8])([CH3:7])[CH3:6].C.[CH3:10][C:11]1[C:16]2[CH2:17][CH2:18][CH2:19][C:15]=2[N:14]=[C:13]([NH:20][C:21]([NH:23][S:24]([C:27]2[CH:36]=[CH:35][CH:34]=[CH:33][C:28]=2[C:29](OC)=[O:30])(=[O:26])=[O:25])=[O:22])[N:12]=1>CCCCCC.C(Cl)Cl.C1(C)C=CC=CC=1>[CH:5]([NH:8][C:29]([C:28]1[CH:33]=[CH:34][CH:35]=[CH:36][C:27]=1[S:24]([NH:23][C:21]([NH:20][C:13]1[N:12]=[C:11]([CH3:10])[C:16]2[CH2:17][CH2:18][CH2:19][C:15]=2[N:14]=1)=[O:22])(=[O:26])=[O:25])=[O:30])([CH3:7])[CH3:6]. The product is C(C)(C)NC(=O)C1=C(C=CC=C1)S(=O)(=O)NC(=O)NC1=NC2=C(C(=N1)C)CCC2 (2-Isopropylaminocarbonyl-N-[(6,7-dihydro-4-methyl-5H-cyclopentapyrimidin-2-yl)aminocarbonyl]benzenesulfonamide). The reactants are C[Al](C)C (trimethylaluminum), C(C)(C)N (isopropyl amine), CC1=NC(=NC2=C1CCC2)NC(=O)NS(=O)(=O)C2=C(C(=O)OC)C=CC=C2 (methyl 2[[(6,7-dihydro-4-methyl-5H-cyclopentapyrimidin-2-yl)aminocarbonyl]aminosulfonyl]benzoate), C (methane).